Dataset: the Open Reaction Database (ORD), a public repository of structured organic reaction records. Task: describe an organic reaction: reactants, conditions, products, and yield The reactants are CCOC(=O)c1cnn(Cc2nc(-c3ccc(NC(=O)COC)cc3)cs2)c1, CCO, Cl, [Na+], [OH-]. Yields the product COCC(=O)Nc1ccc(-c2csc(Cn3cc(C(=O)O)cn3)n2)cc1. As a reaction SMILES: [CH3:1][O:2][CH2:3][C:4](=[O:5])[NH:6][c:7]1[cH:8][cH:9][c:10](-[c:13]2[n:14][c:15]([CH2:18][n:19]3[n:20][cH:21][c:22]([C:24](=[O:25])[O:26][CH2:27][CH3:28])[cH:23]3)[s:16][cH:17]2)[cH:11][cH:12]1.[CH3:32][CH2:33][OH:34].[ClH:31].[Na+:30].[OH-:29]>>[CH3:1][O:2][CH2:3][C:4](=[O:5])[NH:6][c:7]1[cH:8][cH:9][c:10](-[c:13]2[n:14][c:15]([CH2:18][n:19]3[n:20][cH:21][c:22]([C:24](=[O:25])[OH:26])[cH:23]3)[s:16][cH:17]2)[cH:11][cH:12]1.